This data is from the Open Reaction Database (ORD), a public repository of structured organic reaction records. The task is: describe an organic reaction: reactants, conditions, products, and yield The reactants are C([O-])([O-])=O.[Cs+].[Cs+] (cesium carbonate), IC=1C=2C(N=CC1)=CNN2 (7-Iodo-2H-pyrazolo[4,3-b]pyridine), BrCCOC (1-bromo-2-methoxyethane), NH4HCO3, NH4HCO3. Solvent: CN(C)C=O (DMF), O.C(C)#N (water acetonitrile), O (water). Reaction conditions: temperature 120 celsius. Yields the product IC=1C=2C(N=CC1)=CN(N2)CCOC (7-iodo-2-(2-methoxyethyl)-2H-pyrazolo[4,3-b]pyridine), IC1=C2C(=NC=C1)C=NN2CCOC (7-iodo-1-(2-methoxyethyl)-1H-pyrazolo[4,3-b]pyridine). Yield: 24.2%. Reaction SMILES: [I:1][C:2]1[C:3]2[C:4](=[CH:8][NH:9][N:10]=2)[N:5]=[CH:6][CH:7]=1.Br[CH2:12][CH2:13][O:14][CH3:15].C(=O)([O-])[O-].[Cs+].[Cs+]>CN(C=O)C.O.C(#N)C.O>[I:1][C:2]1[C:3]2[C:4](=[CH:8][N:9]([CH2:12][CH2:13][O:14][CH3:15])[N:10]=2)[N:5]=[CH:6][CH:7]=1.[I:1][C:2]1[CH:7]=[CH:6][N:5]=[C:4]2[CH:8]=[N:9][N:10]([CH2:12][CH2:13][O:14][CH3:15])[C:3]=12 |f:2.3.4,6.7|. Procedure details: 7-Iodo-2H-pyrazolo[4,3-b]pyridine (100 mg, 0.408 mmol), 1-bromo-2-methoxyethane (56.7 mg, 0.408 mmol) and cesium carbonate (266 mg, 0.816 mmol) were combined in DMF (5 mL). The mixture was heated at 120° C. for 1 hour, then cooled and purified by preparative HPLC using a Phenomenex Gemini Prep 5 μm C18, 75×30 mm column eluting with a gradient of 20-70% 10 mmol NH4HCO3 in 20/80 (v/v) water/acetonitrile in 10 mmol NH4HCO3 in water to give 7-iodo-2-(2-methoxyethyl)-2H-pyrazolo[4,3-b]pyridine (30 mg... As a reaction SMILES: [Cl:1][C:2]1[C:3]([CH2:11][N:12]2[C:16]([CH:17]=[O:18])=[C:15]([S:19][C:20]3[CH:25]=[CH:24][C:23]([O:26][CH3:27])=[CH:22][CH:21]=3)[N:14]=[C:13]2[C:28]2[CH:33]=[CH:32][CH:31]=[CH:30][CH:29]=2)=[CH:4][C:5]2[O:9][CH2:8][O:7][C:6]=2[CH:10]=1.[C-]#N.[Na+].[CH3:37][OH:38].C(Cl)Cl>[O-2].[Mn+2].C(O)(=O)C>[Cl:1][C:2]1[C:3]([CH2:11][N:12]2[C:16]([C:17]([O:38][CH3:37])=[O:18])=[C:15]([S:19][C:20]3[CH:21]=[CH:22][C:23]([O:26][CH3:27])=[CH:24][CH:25]=3)[N:14]=[C:13]2[C:28]2[CH:33]=[CH:32][CH:31]=[CH:30][CH:29]=2)=[CH:4][C:5]2[O:9][CH2:8][O:7][C:6]=2[CH:10]=1 |f:1.2,5.6|. The solvent is C(C)(=O)O (acetic acid). The reagents and catalysts are [O-2].[Mn+2] (manganese oxide). Starting materials: ClC=1C(=CC2=C(OCO2)C1)CN1C(=NC(=C1C=O)SC1=CC=C(C=C1)OC)C1=CC=CC=C1 (1-((6-chloro-1,3-benzodioxol-5-yl)methyl)-4-((4-methoxyphenyl)thio)-2-phenyl-1H-imidazole-5-carboxaldehyde), C(Cl)Cl (methylene chloride), [C-]#N.[Na+] (sodium cyanide), CO (methanol). Procedure: The operation is carried out as in Example 9 starting with 2 g of the product of Example 20 using 10 g of manganese oxide, 1 g of sodium cyanide, 200 ml of methanol, 40 ml of methylene chloride and 600 ul of acetic acid, in this way 1.64 g of expected product is obtained (M.p.=161° C.). Product: ClC=1C(=CC2=C(OCO2)C1)CN1C(=NC(=C1C(=O)OC)SC1=CC=C(C=C1)OC)C1=CC=CC=C1 (methyl 1-((6-chloro-1,3-benzodioxol-5-yl)methyl)-4-((4-methoxyphenyl)thio)-2-phenyl-1H-imidazole-5-carboxylate). Reactants: C(#N)N1CCC(CC1)N(C(=O)C=1C=NC(=NC1)C=1C=NC(=CC1)OCC)C1CC1 (2-(6-ethoxy-pyridin-3-yl)-pyrimidine-5-carboxylic acid (1-cyano-piperidin-4-yl)-cyclopropyl-amide), ONC(CC)=N (N-hydroxy-propionamidine). Yields the product C1(CC1)N(C(=O)C=1C=NC(=NC1)C=1C=NC(=CC1)OCC)C1CCN(CC1)C1=NC(=NO1)CC (2-(6-Ethoxy-pyridin-3-yl)-pyrimidine-5-carboxylic acid cyclopropyl-[1-(3-ethyl-[1,2,4]oxadiazol-5-yl)-piperidin-4-yl]-amide). RXN SMILES: [C:1]([N:3]1[CH2:8][CH2:7][CH:6]([N:9]([CH:27]2[CH2:29][CH2:28]2)[C:10]([C:12]2[CH:13]=[N:14][C:15]([C:18]3[CH:19]=[N:20][C:21]([O:24][CH2:25][CH3:26])=[CH:22][CH:23]=3)=[N:16][CH:17]=2)=[O:11])[CH2:5][CH2:4]1)#[N:2].[OH:30][NH:31][C:32](=N)[CH2:33][CH3:34]>>[CH:27]1([N:9]([CH:6]2[CH2:5][CH2:4][N:3]([C:1]3[O:30][N:31]=[C:32]([CH2:33][CH3:34])[N:2]=3)[CH2:8][CH2:7]2)[C:10]([C:12]2[CH:13]=[N:14][C:15]([C:18]3[CH:19]=[N:20][C:21]([O:24][CH2:25][CH3:26])=[CH:22][CH:23]=3)=[N:16][CH:17]=2)=[O:11])[CH2:28][CH2:29]1. Procedure details: The title compound is prepared from 2-(6-ethoxy-pyridin-3-yl)-pyrimidine-5-carboxylic acid (1-cyano-piperidin-4-yl)-cyclopropyl-amide and N-hydroxy-propionamidine following a procedure analogous to that described in Example 6. LC (method 3): tR=1.96 min; Mass spectrum (ESI+): m/z=464 [M+H]+. Starting materials: CC1=C2C[C@H]3N(C[C@@H](C[C@@H]3C=3C=CC=C(N1)C32)CC#N)CCC ((2-methyl-6-n-propyl-8beta-ergolinyl)-acetonitrile), N (ammonia), C(C)(=O)OCC (ethyl acetate). Run in solution, Br (HBr), C(C)(=O)O (acetic acid). Reaction conditions: time 3 hour. Yields the product CC1=C2C[C@H]3N(C[C@@H](C[C@@H]3C=3C=CC=C(N1)C32)CC(=O)N)CCC ((2-methyl-6-n-propyl-8beta-ergolinyl)-acetamide). As a reaction SMILES: [CH3:1][C:2]1[NH:16][C:15]2[C:17]3[C:3]=1[CH2:4][C@@H:5]1[C@@H:10]([C:11]=3[CH:12]=[CH:13][CH:14]=2)[CH2:9][C@@H:8]([CH2:18][C:19]#[N:20])[CH2:7][N:6]1[CH2:21][CH2:22][CH3:23].N.C(OCC)(=[O:27])C>Br.C(O)(=O)C>[CH3:1][C:2]1[NH:16][C:15]2[C:17]3[C:3]=1[CH2:4][C@@H:5]1[C@@H:10]([C:11]=3[CH:12]=[CH:13][CH:14]=2)[CH2:9][C@@H:8]([CH2:18][C:19]([NH2:20])=[O:27])[CH2:7][N:6]1[CH2:21][CH2:22][CH3:23]. Procedure: 922 mg of (2-methyl-6-n-propyl-8beta-ergolinyl)-acetonitrile (3 mmol) is dissolved in 15 ml of a 30% solution of HBr in glacial acetic acid and stirred for 3 hours at room temperature. The mixture is mixed with ice, made alkaline with ammonia and shaken with ethyl acetate. The organic phases are dried and concentrated by evaporation. The residue is chromatographed on silica gel with acetone/methanol and crystallized from ethyl acetate, yield 421 mg (43% of theory), [α]D =-67° (0.5% in pyridine). The product is C(#N)C1=NN(C=C1SC(F)(F)F)C1=C(C=C(C=C1Cl)C(F)(F)F)Cl (3-cyano-1-(2,6-dichloro-4-trifluoromethylphenyl)4-trifluoromethylthiopyrazole). Reported procedure: A solution of 5-amino-3-cyano-1-(2,6-dichloro-4-trifluoromethylphenyl)-4-trifluoromethylthiopyrazole (4.0 g) in dry tetrahydrofuran (20 ml) was treated with tert-butyl nitrite (5.76 g) at room temperature. The mixture was then heated under reflux for 3 hours and evaporated in vacuo to give a yellow solid. Purification by chromatography eluting with petroleum ether/dichloromethane (2:1) gave 3-cyano-1-(2,6-dichloro-4-trifluoromethylphenyl)4-trifluoromethylthiopyrazole (3.12 g), m.p. 126.5°-128° C... Run in O1CCCC1 (tetrahydrofuran). As a reaction SMILES: N[C:2]1[N:6]([C:7]2[C:12]([Cl:13])=[CH:11][C:10]([C:14]([F:17])([F:16])[F:15])=[CH:9][C:8]=2[Cl:18])[N:5]=[C:4]([C:19]#[N:20])[C:3]=1[S:21][C:22]([F:25])([F:24])[F:23].N(OC(C)(C)C)=O>O1CCCC1>[C:19]([C:4]1[C:3]([S:21][C:22]([F:23])([F:25])[F:24])=[CH:2][N:6]([C:7]2[C:12]([Cl:13])=[CH:11][C:10]([C:14]([F:17])([F:15])[F:16])=[CH:9][C:8]=2[Cl:18])[N:5]=1)#[N:20]. Starting materials: NC1=C(C(=NN1C1=C(C=C(C=C1Cl)C(F)(F)F)Cl)C#N)SC(F)(F)F (5-amino-3-cyano-1-(2,6-dichloro-4-trifluoromethylphenyl)-4-trifluoromethylthiopyrazole), N(=O)OC(C)(C)C (tert-butyl nitrite). Yield: 80.9%. The reactants are CC1(C)Cc2cc(C#N)ccc2NC1c1cccc([N+](=O)[O-])c1, CCO, Cl, [Fe]. Product: CC1(C)Cc2cc(C#N)ccc2NC1c1cccc(N)c1. Reaction SMILES: [CH3:1][C:2]1([CH3:23])[CH:3]([c:14]2[cH:15][c:16]([N+:20]([O-:21])=[O:22])[cH:17][cH:18][cH:19]2)[NH:4][c:5]2[cH:6][cH:7][c:8]([C:12]#[N:13])[cH:9][c:10]2[CH2:11]1.[CH3:24][CH2:25][OH:26].[ClH:27].[Fe:28]>>[CH3:1][C:2]1([CH3:23])[CH:3]([c:14]2[cH:15][c:16]([NH2:20])[cH:17][cH:18][cH:19]2)[NH:4][c:5]2[cH:6][cH:7][c:8]([C:12]#[N:13])[cH:9][c:10]2[CH2:11]1.